From a dataset of the Open Reaction Database (ORD), a public repository of structured organic reaction records. describe an organic reaction: reactants, conditions, products, and yield Yields the product CC(C)(C)OC(=O)N1CCN(S(=O)(=O)c2cc3ccc(Cl)cc3s2)CC1C(=O)O. The reactants are CCOC(=O)C1CN(S(=O)(=O)c2cc3ccc(Cl)cc3s2)CCN1C(=O)OC(C)(C)C, CCO, [Na+], C1CCOC1, [OH-]. RXN SMILES: [C:1]([CH3:2])([CH3:3])([CH3:4])[O:5][C:6](=[O:7])[N:8]1[CH:9]([C:27](=[O:28])[O:29][CH2:30][CH3:31])[CH2:10][N:11]([S:14](=[O:15])(=[O:16])[c:17]2[cH:18][c:19]3[c:20]([s:21]2)[cH:22][c:23]([Cl:26])[cH:24][cH:25]3)[CH2:12][CH2:13]1.[CH3:32][CH2:33][OH:34].[Na+:36].[O:37]1[CH2:38][CH2:39][CH2:40][CH2:41]1.[OH-:35]>>[C:1]([CH3:2])([CH3:3])([CH3:4])[O:5][C:6](=[O:7])[N:8]1[CH:9]([C:27](=[O:28])[OH:29])[CH2:10][N:11]([S:14](=[O:15])(=[O:16])[c:17]2[cH:18][c:19]3[c:20]([s:21]2)[cH:22][c:23]([Cl:26])[cH:24][cH:25]3)[CH2:12][CH2:13]1.